From a dataset of the Open Reaction Database (ORD), a public repository of structured organic reaction records. describe an organic reaction: reactants, conditions, products, and yield The reactants are BrC1=C(C(=CC(=C1)[N+](=O)[O-])OC)N (2-bromo-6-methoxy-4-nitrophenylamine), C(C)(=O)OC(C)=O (acetic anhydride), ice water. Solvent: CC(=O)O (AcOH). The product is BrC1=C(C(=CC(=C1)[N+](=O)[O-])OC)NC(C)=O (N-(2-bromo-6-methoxy-4-nitrophenyl)acetamide). RXN SMILES: [Br:1][C:2]1[CH:7]=[C:6]([N+:8]([O-:10])=[O:9])[CH:5]=[C:4]([O:11][CH3:12])[C:3]=1[NH2:13].[C:14](OC(=O)C)(=[O:16])[CH3:15]>CC(O)=O>[Br:1][C:2]1[CH:7]=[C:6]([N+:8]([O-:10])=[O:9])[CH:5]=[C:4]([O:11][CH3:12])[C:3]=1[NH:13][C:14](=[O:16])[CH3:15]. Procedure: A solution of 23 g of 2-bromo-6-methoxy-4-nitrophenylamine in 125 mL of acetic anhydride and 100 mL of AcOH was refluxed at 110° C. Following reflux for 5 h, mixture was dumped into 1.5 L of ice water. A precipitate formed, and was collected via filtration. The precipitate was then placed in EtOH and refluxed for 15 min. 9 mL of conc. NH4OH was then added to the hot mixture. The solution was then cooled, and a precipitate formed and collected again via filtration. The solid was washed with ethan... The reactants are COC=1C=C(C(=O)NC2CCNCC2)C=C(C1)OCC1=NN=NN1 (3-methoxy-N-piperidin-4-yl-5-(1H-tetrazol-5-ylmethoxy)-benzamide), C(C)OC=1C=C(C=O)C=C(C1N1C=CC=C1)OCC (3,5-diethoxy-4-pyrrol-1-yl-benzaldehyde), C(#N)[BH3-].[Na+] (sodium cyanoborohydride), C(C)N(C(C)C)C(C)C (N-ethyl-diisopropylamine). Run in C(C)O (ethanol), C(C)(=O)O (acetic acid). The product is C(C)OC=1C=C(CN2CCC(CC2)NC(C2=CC(=CC(=C2)OCC2=NN=NN2)OC)=O)C=C(C1N1C=CC=C1)OCC (N-[1-(3,5-Diethoxy-4-pyrrol-1-yl-benzyl)-piperidin-4-yl]-3-methoxy-5-(1H-tetrazol-5-ylmethoxy)-benzamide). RXN SMILES: [CH3:1][O:2][C:3]1[CH:4]=[C:5]([CH:15]=[C:16]([O:18][CH2:19][C:20]2[NH:24][N:23]=[N:22][N:21]=2)[CH:17]=1)[C:6]([NH:8][CH:9]1[CH2:14][CH2:13][NH:12][CH2:11][CH2:10]1)=[O:7].[CH2:25]([O:27][C:28]1[CH:29]=[C:30]([CH:33]=[C:34]([O:41][CH2:42][CH3:43])[C:35]=1[N:36]1[CH:40]=[CH:39][CH:38]=[CH:37]1)[CH:31]=O)[CH3:26].C([BH3-])#N.[Na+].C(N(C(C)C)C(C)C)C>C(O)C.C(O)(=O)C>[CH2:25]([O:27][C:28]1[CH:29]=[C:30]([CH:33]=[C:34]([O:41][CH2:42][CH3:43])[C:35]=1[N:36]1[CH:40]=[CH:39][CH:38]=[CH:37]1)[CH2:31][N:12]1[CH2:11][CH2:10][CH:9]([NH:8][C:6](=[O:7])[C:5]2[CH:15]=[C:16]([O:18][CH2:19][C:20]3[NH:21][N:22]=[N:23][N:24]=3)[CH:17]=[C:3]([O:2][CH3:1])[CH:4]=2)[CH2:14][CH2:13]1)[CH3:26] |f:2.3|. Procedure details: In analogy to the procedure described in example 50k), 3-methoxy-N-piperidin-4-yl-5-(1H-tetrazol-5-ylmethoxy)-benzamide (example 170c) was reacted with 3,5-diethoxy-4-pyrrol-1-yl-benzaldehyde (example 40b), sodium cyanoborohydride, N-ethyl-diisopropylamine and acetic acid in ethanol at 50° C. to yield the title compound as off-white solid. MS: 576.2 (MH+). Reactants: FC=1C(NC(N([C@H]2C[C@H](O)[C@@H](CO)O2)C1)=O)=O (2'-deoxy-5-fluorouridine), amino acid, C(C)(=O)N[C@H](C(C)C)C(=O)O (N-acetyl-D-valine), C1(=CC=CC=C1)P(C1=CC=CC=C1)C1=CC=CC=C1 (triphenylphosphine), CC(C)OC(=O)/N=N/C(=O)OC(C)C (diisopropylazodicarboxylate). Product: Formula 11, C(C)(=O)N[C@H](C(C)C)C(=O)OC[C@@H]1[C@H](C[C@@H](O1)N1C(=O)NC(=O)C(=C1)F)O (2'-deoxy-5'-O-(N-acetyl-D-valinyl)-5-fluorouridine). As a reaction SMILES: [F:1][C:2]1[C:3](=[O:17])[NH:4][C:5](=[O:16])[N:6]([CH:15]=1)[C@@H:7]1[O:14][C@H:11]([CH2:12][OH:13])[C@@H:9]([OH:10])[CH2:8]1.[C:18]([NH:21][C@@H:22]([C:26](O)=[O:27])[CH:23]([CH3:25])[CH3:24])(=[O:20])[CH3:19].C1(P(C2C=CC=CC=2)C2C=CC=CC=2)C=CC=CC=1.CC(OC(/N=N/C(OC(C)C)=O)=O)C>>[C:18]([NH:21][C@@H:22]([C:26]([O:13][CH2:12][C@H:11]1[O:14][C@@H:7]([N:6]2[CH:15]=[C:2]([F:1])[C:3](=[O:17])[NH:4][C:5]2=[O:16])[CH2:8][C@@H:9]1[OH:10])=[O:27])[CH:23]([CH3:25])[CH3:24])(=[O:20])[CH3:19]. Procedure details: To a solution of the active drug, preferably 2'-deoxy-5-fluorouridine, an N-protected amino acid, preferably N-acetyl-D-valine, and triphenylphosphine in an anhydrous polar aprotic solvent is added diisopropylazodicarboxylate. Upon completion of the reaction, the mixture is concentrated under reduced pressure. The prodrug, preferably a compound of Formula 11, most preferably, 2'-deoxy-5'-O-(N-acetyl-D-valinyl)-5-fluorouridine, may be isolated by conventional means. Starting materials: ClC1=NC=C(C(=N1)CCC1=C(C=CC=C1)C1(CC1)C(=O)N)C (1-(2-(2-(2-chloro-5-methylpyrimidin-4-yl)ethyl)phenyl)cyclopropanecarboxamide), NC=1C=NN(C1)C1CCN(CC1)C(=O)OC(C)(C)C (tert-butyl 4-(4-amino-1H-pyrazol-1-yl)piperidine-1-carboxylate), CC1(C2=C(C(=CC=C2)P(C3=CC=CC=C3)C4=CC=CC=C4)OC5=C(C=CC=C51)P(C6=CC=CC=C6)C7=CC=CC=C7)C (Xantphos), C(=O)([O-])[O-].[Cs+].[Cs+] (Cs2CO3). Reagents/catalysts: CC(=O)[O-].CC(=O)[O-].[Pd+2] (Pd(OAc)2). Solvent: O1CCOCC1 (dioxane). Conditions: temperature 120 celsius, time 20 minute. The product is C(N)(=O)C1(CC1)C1=C(CCC2=NC(=NC=C2C)NC=2C=NN(C2)C2CCN(CC2)C(=O)OC(C)(C)C)C=CC=C1 (tert-Butyl 4-(4-((4-(2-(1-carbamoylcyclopropyl)phenethyl)-5-methylpyrimidin-2-yl)amino)-1H-pyrazol-1-yl)piperidine-1-carboxylate), solid. Yield: 27.0%. As a reaction SMILES: Cl[C:2]1[N:7]=[C:6]([CH2:8][CH2:9][C:10]2[CH:15]=[CH:14][CH:13]=[CH:12][C:11]=2[C:16]2([C:19]([NH2:21])=[O:20])[CH2:18][CH2:17]2)[C:5]([CH3:22])=[CH:4][N:3]=1.[NH2:23][C:24]1[CH:25]=[N:26][N:27]([CH:29]2[CH2:34][CH2:33][N:32]([C:35]([O:37][C:38]([CH3:41])([CH3:40])[CH3:39])=[O:36])[CH2:31][CH2:30]2)[CH:28]=1.CC1(C)C2C(=C(P(C3C=CC=CC=3)C3C=CC=CC=3)C=CC=2)OC2C(P(C3C=CC=CC=3)C3C=CC=CC=3)=CC=CC1=2.C([O-])([O-])=O.[Cs+].[Cs+]>O1CCOCC1.CC([O-])=O.CC([O-])=O.[Pd+2]>[C:19]([C:16]1([C:11]2[CH:12]=[CH:13][CH:14]=[CH:15][C:10]=2[CH2:9][CH2:8][C:6]2[C:5]([CH3:22])=[CH:4][N:3]=[C:2]([NH:23][C:24]3[CH:25]=[N:26][N:27]([CH:29]4[CH2:30][CH2:31][N:32]([C:35]([O:37][C:38]([CH3:41])([CH3:40])[CH3:39])=[O:36])[CH2:33][CH2:34]4)[CH:28]=3)[N:7]=2)[CH2:18][CH2:17]1)(=[O:20])[NH2:21] |f:3.4.5,7.8.9|. Procedure details: A mixture of 1-(2-(2-(2-chloro-5-methylpyrimidin-4-yl)ethyl)phenyl)cyclopropanecarboxamide A40 (0.250 g, 0.792 mmol), tert-butyl 4-(4-amino-1H-pyrazol-1-yl)piperidine-1-carboxylate (0.422 g, 1.58 mmol), Pd(OAc)2 (0.004 g, 0.016 mmol), Xantphos (0.018 g, 0.032 mmol) and Cs2CO3 (0.774 g, 2.38 mmol) in dioxane (15 mL) was bubbled with N2 for 10 minutes and then stirred in the microwave at 120° C. for 20 minutes. The volatiles were removed in vacuo and the residue was adsorbed onto SiO2 and purified... The reactants are COc1ccc(CNCCN2CCOCC2)cc1, CO, COc1ccc(CN(c2cc(Cl)nn3c(C#N)cnc23)C2CC2)cc1. Product: COc1ccc(CN(CCN2CCOCC2)c2cc(Cl)nn3c(C#N)cnc23)cc1. RXN SMILES: [CH3:1][O:2][c:3]1[cH:4][cH:5][c:6]([CH2:7][NH:8][CH2:9][CH2:10][N:11]2[CH2:12][CH2:13][O:14][CH2:15][CH2:16]2)[cH:17][cH:18]1.[CH3:44][OH:45].[Cl:19][c:20]1[cH:21][c:22]([N:31]([CH:32]2[CH2:33][CH2:34]2)[CH2:35][c:36]2[cH:37][cH:38][c:39]([O:40][CH3:41])[cH:42][cH:43]2)[c:23]2[n:24]([n:25]1)[c:26]([C:29]#[N:30])[cH:27][n:28]2>>[CH3:1][O:2][c:3]1[cH:4][cH:5][c:6]([CH2:7][N:8]([CH2:9][CH2:10][N:11]2[CH2:12][CH2:13][O:14][CH2:15][CH2:16]2)[c:22]2[cH:21][c:20]([Cl:19])[n:25][n:24]3[c:23]2[n:28][cH:27][c:26]3[C:29]#[N:30])[cH:17][cH:18]1. Reactants: NC=1C=C(C=CC1C)NC(C1=CC=C(C=C1)C#N)=O (N-(3-amino-4-methylphenyl)-4-cyanobenzamide), ClCC=1C=C(C(=O)Cl)C=CC1 (3-(chloromethyl)benzoyl chloride). The product is C(#N)C1=CC=C(C(=O)NC=2C=CC(=C(C2)NC(C2=CC(=CC=C2)CCl)=O)C)C=C1 (N-[5-(4-cyanobenzamido)-2-methylphenyl]-3-(chloromethyl)benzamide). Reaction SMILES: [NH2:1][C:2]1[CH:3]=[C:4]([NH:9][C:10](=[O:19])[C:11]2[CH:16]=[CH:15][C:14]([C:17]#[N:18])=[CH:13][CH:12]=2)[CH:5]=[CH:6][C:7]=1[CH3:8].[Cl:20][CH2:21][C:22]1[CH:23]=[C:24]([CH:28]=[CH:29][CH:30]=1)[C:25](Cl)=[O:26]>>[C:17]([C:14]1[CH:15]=[CH:16][C:11]([C:10]([NH:9][C:4]2[CH:5]=[CH:6][C:7]([CH3:8])=[C:2]([NH:1][C:25](=[O:26])[C:24]3[CH:28]=[CH:29][CH:30]=[C:22]([CH2:21][Cl:20])[CH:23]=3)[CH:3]=2)=[O:19])=[CH:12][CH:13]=1)#[N:18]. Procedure: Using an analogous procedure to that described in Example 10, N-(3-amino-4-methylphenyl)-4-cyanobenzamide was reacted with 3-(chloromethyl)benzoyl chloride to give the title compound as a solid (0.267 g); NMR Spectrum: (DMSOd6) 2.2 (s, 3H), 4.84 (s, 2H), 7.25 (d, 1H), 7.55 (m, 2H), 7.64 (m, 1H), 7.83 (s, M1), 7.99 (m, 4H), 8.1 (d, 2H), 9.97 (s, 1H), 10.46 (s, 1H); Mass Spectrum: M−H− 402. The reactants are CCCCCCCCCCCCCCCCNc1ccc(C(=O)Cl)cc1, Cl, CC(C)(N)C(=O)O, O, c1ccncc1. Product: CCCCCCCCCCCCCCCCNc1ccc(C(=O)NC(C)(C)C(=O)O)cc1. As a reaction SMILES: [CH2:15]([CH2:16][CH2:17][CH2:18][CH2:19][CH2:20][CH2:21][CH2:22][CH2:23][CH2:24][CH2:25][CH2:26][CH2:27][CH2:28][CH2:29][CH3:30])[NH:31][c:32]1[cH:33][cH:34][c:35]([C:36](=[O:37])[Cl:38])[cH:39][cH:40]1.[ClH:14].[NH2:1][C:2]([C:3](=[O:4])[OH:5])([CH3:6])[CH3:7].[OH2:41].[cH:8]1[cH:9][cH:10][n:11][cH:12][cH:13]1>>[NH:1]([C:2]([C:3](=[O:4])[OH:5])([CH3:6])[CH3:7])[C:36]([c:35]1[cH:34][cH:33][c:32]([NH:31][CH2:15][CH2:16][CH2:17][CH2:18][CH2:19][CH2:20][CH2:21][CH2:22][CH2:23][CH2:24][CH2:25][CH2:26][CH2:27][CH2:28][CH2:29][CH3:30])[cH:40][cH:39]1)=[O:37]. Reactants: ClC1=CC=NC2=CC(=C(C=C12)C#N)OCCCN1CCS(CC1)(=O)=O (4-chloro-6-cyano-7-(3-(1,1-dioxothiomorpholino)propoxy)quinoline), O (water), OC=1C=C2C=C(NC2=CC1)C (5-hydroxy-2-methylindole), C([O-])([O-])=O.[Cs+].[Cs+] (cesium carbonate). Run in CN(C)C=O (DMF). Conditions: time 10 minute. Product: C(#N)C=1C=C2C(=CC=NC2=CC1OCCCN1CCS(CC1)(=O)=O)OC=1C=C2C=C(NC2=CC1)C (6cyano-7-(3-(1,1-dioxothiomorpholino)propoxy)-4-(2-methylindol-5-yloxy)quinoline). The yield is 23.5%. As a reaction SMILES: Cl[C:2]1[C:11]2[C:6](=[CH:7][C:8]([O:14][CH2:15][CH2:16][CH2:17][N:18]3[CH2:23][CH2:22][S:21](=[O:25])(=[O:24])[CH2:20][CH2:19]3)=[C:9]([C:12]#[N:13])[CH:10]=2)[N:5]=[CH:4][CH:3]=1.[OH:26][C:27]1[CH:28]=[C:29]2[C:33](=[CH:34][CH:35]=1)[NH:32][C:31]([CH3:36])=[CH:30]2.C(=O)([O-])[O-].[Cs+].[Cs+].O>CN(C=O)C>[C:12]([C:9]1[CH:10]=[C:11]2[C:6](=[CH:7][C:8]=1[O:14][CH2:15][CH2:16][CH2:17][N:18]1[CH2:23][CH2:22][S:21](=[O:25])(=[O:24])[CH2:20][CH2:19]1)[N:5]=[CH:4][CH:3]=[C:2]2[O:26][C:27]1[CH:28]=[C:29]2[C:33](=[CH:34][CH:35]=1)[NH:32][C:31]([CH3:36])=[CH:30]2)#[N:13] |f:2.3.4|. Reported procedure: A suspension of 4-chloro-6-cyano-7-(3-(1,1-dioxothiomorpholino)propoxy)quinoline (100 mg, 0.26 mmol), (prepared as described for the starting material in Example 1), 5-hydroxy-2-methylindole (46 mg, 0.32 mmol) and cesium carbonate (129 mg, 0.39 mmol) in DMF (1 ml) was stirred for 10 minutes at ambient temperature followed by 1.5 hours at 70° C. After cooling, water (5 ml) was added. The mixture was extracted with ethyl acetate. The organic layer was separated, washed with water, brine, dried (Mg... The reactants are C(C)(=O)[O-].[Na+] (sodium acetate), S([O-])(O)=O (bisulphite), OCC(=O)CO (1,3-dihydroxyacetone), Cl.N[C@@H](CS)C(=O)O (cysteine hydrochloride), Cl.Cl.NC1=NC(=C(C(=N1)N)N)N (2,4,5,6-tetraaminopyrimidine dihydrochloride). The solvent is O (water). Product: NC1=NC2=NC=C(N=C2C(=N1)N)CO (2,4-DIAMINO-6-HYDROXYMETHYLPTERIDINE). RXN SMILES: C([O-])(=O)C.[Na+].S(=O)(O)[O-].[OH:10][CH2:11][C:12]([CH2:14]O)=O.Cl.N[C@H](C(O)=O)CS.Cl.Cl.[NH2:26][C:27]1[N:32]=[C:31]([NH2:33])[C:30]([NH2:34])=[C:29]([NH2:35])[N:28]=1>O>[NH2:26][C:27]1[N:32]=[C:31]([NH2:33])[C:30]2[C:29](=[N:35][CH:14]=[C:12]([CH2:11][OH:10])[N:34]=2)[N:28]=1 |f:0.1,4.5,6.7.8|. Reported procedure: A solution of 128 grams of sodium acetate, 136 grams of bisulphite addition product of 1,3-dihydroxyacetone (free of methyl glyoxal) and 46 grams of cysteine hydrochloride in 390 ml water was prepared at room temperature in a 2 liter three-necked flask fitted with a stirrer, an air-bubbling system and a dropping funnel. To this solution, the 400 ml of the previously prepared solution of 2,4,5,6-tetraaminopyrimidine dihydrochloride were added with energic stirring and air-bubbling. A solution of ...